This data is from the Open Reaction Database (ORD), a public repository of structured organic reaction records. The task is: describe an organic reaction: reactants, conditions, products, and yield RXN SMILES: [CH3:34][CH2:35][O:36][CH2:37][CH2:38][OH:39].[Cl:18][c:19]1[cH:20][c:21]([NH2:22])[cH:23][cH:24][c:25]1[F:26].[Cl:1][c:2]1[c:3]([C:16]#[N:17])[cH:4][n:5][c:6]2[cH:7][c:8]3[c:9]([cH:10][c:11]12)[cH:12][cH:13][cH:14][cH:15]3.[ClH:27].[n:28]1[cH:29][cH:30][cH:31][cH:32][cH:33]1>>[c:2]1([NH:22][c:21]2[cH:20][c:19]([Cl:18])[c:25]([F:26])[cH:24][cH:23]2)[c:3]([C:16]#[N:17])[cH:4][n:5][c:6]2[cH:7][c:8]3[c:9]([cH:10][c:11]12)[cH:12][cH:13][cH:14][cH:15]3. The reactants are CCOCCO, Nc1ccc(F)c(Cl)c1, N#Cc1cnc2cc3ccccc3cc2c1Cl, Cl, c1ccncc1. The product is N#Cc1cnc2cc3ccccc3cc2c1Nc1ccc(F)c(Cl)c1. Run at temperature 60 celsius. Run in C1(=CC=CC=C1)C (toluene), CCOC(=O)C (EtOAc). RXN SMILES: O=O.[C:3]([O:7][C:8](=[O:17])[C:9]1[CH:14]=[C:13]([CH3:15])[N:12]=[C:11](Cl)[CH:10]=1)([CH3:6])([CH3:5])[CH3:4].[CH2:18]([NH2:22])[CH2:19][CH:20]=[CH2:21]>C1(C)C=CC=CC=1.CCOC(C)=O.C([O-])(=O)C.[Pd+2].C([O-])(=O)C>[C:3]([O:7][C:8](=[O:17])[C:9]1[CH:14]=[C:13]([CH3:15])[N:12]=[C:11]([NH:22][CH2:18][CH2:19][CH:20]=[CH2:21])[CH:10]=1)([CH3:6])([CH3:5])[CH3:4] |f:5.6.7|. Yields the product C(C)(C)(C)OC(C1=CC(=NC(=C1)C)NCCC=C)=O (2-But-3-enylamino-6-methyl-isonicotinic acid tert-butyl ester). The reagents and catalysts are C(C)(=O)[O-].[Pd+2].C(C)(=O)[O-] (palladium(II)acetate). Reactants: O=O (oxygen), C(C)(C)(C)OC(C1=CC(=NC(=C1)C)Cl)=O (2-chloro-6-methyl-isonicotinic acid tert-butyl ester), BINAP, C(CC=C)N (but-3-enylamine). Procedure: Under rigorous exclusion of oxygen a mixture of 200 mg (0.88 mmol) 2-chloro-6-methyl-isonicotinic acid tert-butyl ester, 10 mg palladium(II)acetate (0.044 mmol), 27 mg (0.44 mol) BINAP (R(+)-2,2-bis(diphenylphosphino)-1,1-binaphtalene) and 62 mg (0.88 mmol) but-3-enylamine in 10 ml toluene is heated at 60° C. for 4 h. The mixture is diluted with EtOAc, washed with 10% aqueous NaHCO3 and water, dried with sodium sulfate and evaporated. Chromatography of the product on silica gel (hexane/EtOAc 9:1... The reactants are CN(CCN1CCCc2cc([N+](=O)[O-])cc(F)c21)C(=O)Oc1ccccc1, [H][H]. Yields the product CN(CCN1CCCc2cc(N)cc(F)c21)C(=O)Oc1ccccc1. Reaction SMILES: [F:1][c:2]1[cH:3][c:4]([N+:25]([O-:26])=[O:27])[cH:5][c:6]2[c:11]1[N:10]([CH2:12][CH2:13][N:14]([C:15]([O:16][c:17]1[cH:18][cH:19][cH:20][cH:21][cH:22]1)=[O:23])[CH3:24])[CH2:9][CH2:8][CH2:7]2.[H:28][H:29]>>[F:1][c:2]1[cH:3][c:4]([NH2:25])[cH:5][c:6]2[c:11]1[N:10]([CH2:12][CH2:13][N:14]([C:15]([O:16][c:17]1[cH:18][cH:19][cH:20][cH:21][cH:22]1)=[O:23])[CH3:24])[CH2:9][CH2:8][CH2:7]2. The reactants are 2, [OH-].[Na+] (NaOH), O (water), ClC1=CC=C(C=C1)O (4-chlorophenol), CS(=O)(=O)C1=CC=C(C=C1)Cl (4-chlorophenyl methyl sulfone), [OH-].[Na+] (NaOH). The solvent is CS(=O)C (DMSO). Conditions: temperature 60 celsius. The product is CS(=O)(=O)C1=CC=C(OC2=CC=C(C=C2)Cl)C=C1 (4-(4-(Methylsulfonyl)phenoxy)-1-chlorobenzene). The yield is 93.1%. RXN SMILES: [Cl:1][C:2]1[CH:7]=[CH:6][C:5]([OH:8])=[CH:4][CH:3]=1.[OH-].[Na+].[CH3:11][S:12]([C:15]1[CH:20]=[CH:19][C:18](Cl)=[CH:17][CH:16]=1)(=[O:14])=[O:13].O>CS(C)=O>[CH3:11][S:12]([C:15]1[CH:20]=[CH:19][C:18]([O:8][C:5]2[CH:6]=[CH:7][C:2]([Cl:1])=[CH:3][CH:4]=2)=[CH:17][CH:16]=1)(=[O:14])=[O:13] |f:1.2|. Procedure: To a solution of 7.41 g (0.0576 mole) of 4-chlorophenol dissolved in 150 ml of DMSO was added 2.30 g (0.0576 mole) of NaOH. The mixture was heated to 60° C. and 10.0 g (0.0524 mole) of 4-chlorophenyl methyl sulfone was added. The reaction mixture was heated at 160° C. for 3 hrs and cooled. The mixture was poured into a solution of 400 ml of 2 Normal (N) aqueous NaOH and 300 ml of water. The crystalline product was collected by filtration, washed well with water, and dried, which gave 13.8 g (93.... Reactants: CCOC(=O)CCCCCBr, O=C([O-])[O-], CC(C)=O, [K+], [K+], Oc1ccc(I)cc1. The product is CCOC(=O)CCCCCOc1ccc(I)cc1. As a reaction SMILES: [Br:1][CH2:2][CH2:3][CH2:4][CH2:5][CH2:6][C:7](=[O:8])[O:9][CH2:10][CH3:11].[C:20](=[O:21])([O-:22])[O-:23].[CH3:26][C:27](=[O:28])[CH3:29].[K+:24].[K+:25].[OH:12][c:13]1[cH:14][cH:15][c:16]([I:17])[cH:18][cH:19]1>>[CH2:2]([CH2:3][CH2:4][CH2:5][CH2:6][C:7](=[O:8])[O:9][CH2:10][CH3:11])[O:12][c:13]1[cH:14][cH:15][c:16]([I:17])[cH:18][cH:19]1. The reactants are C(C)(=O)S[C@H]1C[C@H](N(C1)C(=O)OCC=C)C(=O)O ((2S,4S)-4-Acetylthio-1-allyloxycarbonyl-2-carboxypyrrolidine), NC=1C=C(OCC(=O)OCC=C)C=CC1 (allyl 3-aminophenoxyacetate), C(C)OC1N(C2=CC=CC=C2C=C1)C(=O)OCC (2-ethoxy-1-ethoxycarbonyl-1,2-dihydroquinoline). Run in C1(=CC=CC=C1)C (toluene), C(C)(=O)OCC (ethyl acetate). Run at time 18 hour. The product is C(C)(=O)S[C@H]1C[C@H](N(C1)C(=O)OCC=C)C(NC1=CC(=CC=C1)OCC(=O)OCC=C)=O ((2S,4S)-4-Acetylthio-1-allyloxycarbonyl-2-(3-allyloxycarbonylmethoxyphenylcarbamoyl)pyrrolidine). Yield: 111.5%. Reaction SMILES: [C:1]([S:4][C@@H:5]1[CH2:9][N:8]([C:10]([O:12][CH2:13][CH:14]=[CH2:15])=[O:11])[C@H:7]([C:16]([OH:18])=O)[CH2:6]1)(=[O:3])[CH3:2].[NH2:19][C:20]1[CH:21]=[C:22]([CH:31]=[CH:32][CH:33]=1)[O:23][CH2:24][C:25]([O:27][CH2:28][CH:29]=[CH2:30])=[O:26].C(OC1C=CC2C(=CC=CC=2)N1C(OCC)=O)C>C1(C)C=CC=CC=1.C(OCC)(=O)C>[C:1]([S:4][C@@H:5]1[CH2:9][N:8]([C:10]([O:12][CH2:13][CH:14]=[CH2:15])=[O:11])[C@H:7]([C:16](=[O:18])[NH:19][C:20]2[CH:33]=[CH:32][CH:31]=[C:22]([O:23][CH2:24][C:25]([O:27][CH2:28][CH:29]=[CH2:30])=[O:26])[CH:21]=2)[CH2:6]1)(=[O:3])[CH3:2]. Reported procedure: (2S,4S)-4-Acetylthio-1-allyloxycarbonyl-2-carboxypyrrolidine (1.59 g, 5.82 mM), allyl 3-aminophenoxyacetate (2.5 g, 0.012M), and 2-ethoxy-1-ethoxycarbonyl-1,2-dihydroquinoline (3.88 g, 0.016M) were dissolved in toluene (50 ml) and stirred 18 h at ambient temperature. The reaction mixture was diluted with ethyl acetate (150 ml) and washed with 2M hydrochloric acid (2×30 ml), water, saturated NaHCO3, and brine. Crude product was purified by chromatography on silica, using a gradient from dichlorom... The reactants are CNC(=O)c1ccc2c(c1)ncn2-c1cccc(Br)c1, O=C([O-])[O-], [Na+], [Na+], CN(C)C=O, O, c1ccc(P(c2ccccc2)(c2ccccc2)[Pd](P(c2ccccc2)(c2ccccc2)c2ccccc2)(P(c2ccccc2)(c2ccccc2)c2ccccc2)P(c2ccccc2)(c2ccccc2)c2ccccc2)cc1, OB(O)c1cccs1. Product: CNC(=O)c1ccc2c(c1)ncn2-c1cccc(-c2cccs2)c1. As a reaction SMILES: [Br:1][c:2]1[cH:3][c:4](-[n:8]2[cH:9][n:10][c:11]3[c:12]2[cH:13][cH:14][c:15]([C:17](=[O:18])[NH:19][CH3:20])[cH:16]3)[cH:5][cH:6][cH:7]1.[C:29](=[O:30])([O-:31])[O-:32].[Na+:33].[Na+:34].[O:35]=[CH:36][N:37]([CH3:38])[CH3:39].[OH2:40].[cH:41]1[cH:42][cH:43][c:44]([P:45]([Pd:46]([P:47]([c:48]2[cH:49][cH:50][cH:51][cH:52][cH:53]2)([c:54]2[cH:55][cH:56][cH:57][cH:58][cH:59]2)[c:60]2[cH:61][cH:62][cH:63][cH:64][cH:65]2)([P:66]([c:67]2[cH:68][cH:69][cH:70][cH:71][cH:72]2)([c:73]2[cH:74][cH:75][cH:76][cH:77][cH:78]2)[c:79]2[cH:80][cH:81][cH:82][cH:83][cH:84]2)[P:85]([c:86]2[cH:87][cH:88][cH:89][cH:90][cH:91]2)([c:92]2[cH:93][cH:94][cH:95][cH:96][cH:97]2)[c:98]2[cH:99][cH:100][cH:101][cH:102][cH:103]2)([c:104]2[cH:105][cH:106][cH:107][cH:108][cH:109]2)[c:110]2[cH:111][cH:112][cH:113][cH:114][cH:115]2)[cH:116][cH:117]1.[s:21]1[c:22]([B:26]([OH:27])[OH:28])[cH:23][cH:24][cH:25]1>>[c:2]1(-[c:22]2[s:21][cH:25][cH:24][cH:23]2)[cH:3][c:4](-[n:8]2[cH:9][n:10][c:11]3[c:12]2[cH:13][cH:14][c:15]([C:17](=[O:18])[NH:19][CH3:20])[cH:16]3)[cH:5][cH:6][cH:7]1. Reactants: Cc1c(Br)cccc1C(=O)O, C1CCOC1, CC(C)(C(N)c1ccccc1)N1CCCC1, ClCCl, On1nnc2cccnc21. The product is Cc1c(Br)cccc1C(=O)NC(c1ccccc1)C(C)(C)N1CCCC1. As a reaction SMILES: [Br:11][c:12]1[c:13]([CH3:21])[c:14]([C:15](=[O:16])[OH:17])[cH:18][cH:19][cH:20]1.[CH2:22]1[O:23][CH2:24][CH2:25][CH2:26]1.[CH3:27][C:28]([CH:29]([c:30]1[cH:31][cH:32][cH:33][cH:34][cH:35]1)[NH2:36])([CH3:37])[N:38]1[CH2:39][CH2:40][CH2:41][CH2:42]1.[Cl:43][CH2:44][Cl:45].[OH:1][n:2]1[c:3]2[n:4][cH:5][cH:6][cH:7][c:8]2[n:9][n:10]1>>[Br:11][c:12]1[c:13]([CH3:21])[c:14]([C:15](=[O:17])[NH:36][CH:29]([C:28]([CH3:27])([CH3:37])[N:38]2[CH2:39][CH2:40][CH2:41][CH2:42]2)[c:30]2[cH:31][cH:32][cH:33][cH:34][cH:35]2)[cH:18][cH:19][cH:20]1. The reactants are O=C1c2ccc(Cl)cc2CC1Br, CC(O)=S, CCO, [K+], [OH-], O. Yields the product O=C1c2ccc(Cl)cc2CC1S. As a reaction SMILES: [Br:7][CH:8]1[C:9](=[O:18])[c:10]2[cH:11][cH:12][c:13]([Cl:17])[cH:14][c:15]2[CH2:16]1.[C:1]([OH:2])(=[S:3])[CH3:4].[CH3:20][CH2:21][OH:22].[K+:6].[OH-:5].[OH2:19]>>[SH:3][CH:8]1[C:9](=[O:18])[c:10]2[cH:11][cH:12][c:13]([Cl:17])[cH:14][c:15]2[CH2:16]1.